This data is from the Open Reaction Database (ORD), a public repository of structured organic reaction records. The task is: describe an organic reaction: reactants, conditions, products, and yield RXN SMILES: [NH2:1][C:2]1[CH:3]=[N:4][C:5]2[C:10]([C:11]=1[NH:12][CH2:13][CH:14]([OH:16])[CH3:15])=[CH:9][CH:8]=[CH:7][CH:6]=2.[CH:17](OCC)(OCC)OCC>C(O)=O>[OH:16][CH:14]([CH3:15])[CH2:13][N:12]1[C:11]2[C:10]3[CH:9]=[CH:8][CH:7]=[CH:6][C:5]=3[N:4]=[CH:3][C:2]=2[N:1]=[CH:17]1. Yields the product OC(CN1C=NC=2C=NC=3C=CC=CC3C21)C (1-(2-hydroxypropyl)-1H-imidazo[4,5-c]quinoline). Run at temperature 150 celsius. The reactants are NC=1C=NC2=CC=CC=C2C1NCC(C)O (3-amino-4-(2-hydroxypropylamino)quinoline), C(OCC)(OCC)OCC (triethyl orthoformate). The reagents and catalysts are C(=O)O (formic acid). Reported procedure: A mixture of 32.9 g of 3-amino-4-(2-hydroxypropylamino)quinoline in 100 ml of triethyl orthoformate and 10 drops of formic acid was heated at 150° C. for two hours. The mixture was evaporated under vacuum, then 200 ml of water was added and the pH was adjusted to pH 2 to 3 with concentrated hydrochloric acid. The solution was basified with ammonium hydroxide, then with 50 percent sodium hydroxide solution. An oily product eventually solidified and was separated by filtration. Recrystallization f... Reactants: CC1(CO)CCNCC1, CCN(C(C)C)C(C)C, CC(Cl)Cl, O=C(O)C(F)(F)F, C1CCOC1, COc1cnc(N2CCOCC2)c2sc(NC(=O)Oc3ccccc3)nc12. The product is COc1cnc(N2CCOCC2)c2sc(NC(=O)N3CCC(C)(CO)CC3)nc12. Reaction SMILES: [CH3:35][C:36]1([CH2:42][OH:43])[CH2:37][CH2:38][NH:39][CH2:40][CH2:41]1.[CH:44]([N:45]([CH2:46][CH3:47])[CH:48]([CH3:49])[CH3:50])([CH3:51])[CH3:52].[Cl:53][CH:54]([Cl:55])[CH3:56].[F:28][C:29]([F:30])([F:31])[C:32]([OH:33])=[O:34].[O:57]1[CH2:58][CH2:59][CH2:60][CH2:61]1.[c:1]1([O:2][C:8]([NH:9][c:10]2[s:11][c:12]3[c:13]([N:21]4[CH2:22][CH2:23][O:24][CH2:25][CH2:26]4)[n:14][cH:15][c:16]([O:19][CH3:20])[c:17]3[n:18]2)=[O:27])[cH:3][cH:4][cH:5][cH:6][cH:7]1>>[C:8]([NH:9][c:10]1[s:11][c:12]2[c:13]([N:21]3[CH2:22][CH2:23][O:24][CH2:25][CH2:26]3)[n:14][cH:15][c:16]([O:19][CH3:20])[c:17]2[n:18]1)(=[O:27])[N:39]1[CH2:38][CH2:37][C:36]([CH3:35])([CH2:42][OH:43])[CH2:41][CH2:40]1.